Dataset: the Open Reaction Database (ORD), a public repository of structured organic reaction records. Task: describe an organic reaction: reactants, conditions, products, and yield Reactants: CC1CCN(C(=O)OC(C)(C)C)CC1C(=O)O, C[Si](C)(C)CCOCn1ccc2nc(NN)cnc21, Cl. Product: CC1CCN(C(=O)OC(C)(C)C)CC1C(=O)NNc1cnc2c(ccn2COCC[Si](C)(C)C)n1. As a reaction SMILES: [C:21]([CH3:22])([CH3:23])([CH3:24])[O:25][C:26](=[O:27])[N:28]1[CH2:29][CH:30]([C:35](=[O:36])[OH:37])[CH:31]([CH3:34])[CH2:32][CH2:33]1.[CH3:2][Si:3]([CH2:4][CH2:5][O:6][CH2:7][n:8]1[cH:9][cH:10][c:11]2[c:12]1[n:13][cH:14][c:15]([NH:17][NH2:18])[n:16]2)([CH3:19])[CH3:20].[ClH:1]>>[CH3:2][Si:3]([CH2:4][CH2:5][O:6][CH2:7][n:8]1[cH:9][cH:10][c:11]2[c:12]1[n:13][cH:14][c:15]([NH:17][NH:18][C:35]([CH:30]1[CH2:29][N:28]([C:26]([O:25][C:21]([CH3:22])([CH3:23])[CH3:24])=[O:27])[CH2:33][CH2:32][CH:31]1[CH3:34])=[O:36])[n:16]2)([CH3:19])[CH3:20].